From a dataset of the Open Reaction Database (ORD), a public repository of structured organic reaction records. describe an organic reaction: reactants, conditions, products, and yield The reactants are COC1CCNCC1, CN1CCCC1=O, COC(=O)c1cccc2oc(Cl)nc12, [H-], [Na+]. The product is COC(=O)c1cccc2oc(N3CCC(OC)CC3)nc12. RXN SMILES: [CH3:15][O:16][CH:17]1[CH2:18][CH2:19][NH:20][CH2:21][CH2:22]1.[CH3:25][N:26]1[CH2:27][CH2:28][CH2:29][C:30]1=[O:31].[Cl:1][c:2]1[o:3][c:4]2[c:5]([n:6]1)[c:7]([C:11](=[O:12])[O:13][CH3:14])[cH:8][cH:9][cH:10]2.[H-:24].[Na+:23]>>[c:2]1([N:20]2[CH2:19][CH2:18][CH:17]([O:16][CH3:15])[CH2:22][CH2:21]2)[o:3][c:4]2[c:5]([n:6]1)[c:7]([C:11](=[O:12])[O:13][CH3:14])[cH:8][cH:9][cH:10]2.